Task: describe an organic reaction: reactants, conditions, products, and yield. Dataset: the Open Reaction Database (ORD), a public repository of structured organic reaction records The reactants are CC1([C@@H]2[C@H]1CC1=C(SC(=C21)C)C(=O)O)C ((1aS,5aR)-1,1,2-trimethyl-1,1a,5,5a-tetrahydro-3-thia-cyclopropa[a]pentalene-4-carboxylic acid), C(C1=CC=CC=C1)OC(=O)NN (hydrazinecarboxylic acid benzyl ester), CCN(C(C)C)C(C)C (DIPEA), CN(C)C(=[N+](C)C)ON1C2=C(C=CC=C2)N=N1.[B-](F)(F)(F)F (TBTU). Solvent: C(Cl)Cl (DCM), CCOCC (Et2O). Run at time 20 hour. Yields the product C(C1=CC=CC=C1)OC(=O)NNC(=O)C1=C2CC3C(C2=C(S1)C)C3(C)C (N′-(1,1,2-trimethyl-1,1a,5,5a-tetrahydro-3-thia-cyclopropa[a]pentalene-4-carbonyl)-hydrazinecarboxylic acid benzyl ester). Reaction SMILES: [CH3:1][C:2]1([CH3:15])[C@@H:4]2[CH2:5][C:6]3[C:10]([C@H:3]12)=[C:9]([CH3:11])[S:8][C:7]=3[C:12]([OH:14])=O.[CH2:16]([O:23][C:24]([NH:26][NH2:27])=[O:25])[C:17]1[CH:22]=[CH:21][CH:20]=[CH:19][CH:18]=1.CCN(C(C)C)C(C)C.CN(C(ON1N=NC2C=CC=CC1=2)=[N+](C)C)C.[B-](F)(F)(F)F>C(Cl)Cl.CCOCC>[CH2:16]([O:23][C:24]([NH:26][NH:27][C:12]([C:7]1[S:8][C:9]([CH3:11])=[C:10]2[C:6]=1[CH2:5][CH:4]1[C:2]([CH3:1])([CH3:15])[CH:3]12)=[O:14])=[O:25])[C:17]1[CH:22]=[CH:21][CH:20]=[CH:19][CH:18]=1 |f:3.4|. Reported procedure: To a solution of (1aS,5aR)-1,1,2-trimethyl-1,1a,5,5a-tetrahydro-3-thia-cyclopropa[a]pentalene-4-carboxylic acid (2.2 g, 9.9 mmol), hydrazinecarboxylic acid benzyl ester (3.38 g, 20.4 mmol) and DIPEA (2 mL) in DCM (50 mL) is added TBTU (3.2 g, 10 mmol). The mixture is stirred at rt for 20 h. The mixture is diluted with Et2O (200 mL) and extracted with 1 M aq. NaOH (3×50 mL) and 1 M aq. HCl (2×50 mL). The organic phase is dried (Na2SO4), filtered and evaporated to give crude N′-(1,1,2-trimethyl-1,... The reactants are CNC (dimethylamine), C1CCOC1 (THF), NC1=CC=C(C=C1)C1=NN(C=C1C1=C2C(=NC=C1)NC(=C2)C=2C=C(C=CC2)CO)CC ((3-{4-[3-(4-aminophenyl)-1-ethyl-1H-pyrazol-4-yl]-1H-pyrrolo[2,3-b]pyridin-2-yl}phenyl)methanol), CN1CCOCC1 (NMM), C1CCOC1 (THF), p-nitrophenylchloroformate. Conditions: time 1 hour. The product is CN(C)CC=1C=C(C=CC1)C1=CC=2C(=NC=CC2C=2C(=NN(C2)CC)C2=CC=C(C=C2)NC(N(C)C)=O)N1 (N′-{4-[4-(2-{3-[(dimethylamino)methyl]phenyl}-1H-pyrrolo[2,3-b]pyridin-4-yl)-1-ethyl-1H-pyrazol-3-yl]phenyl}-N,N-dimethylurea). Reaction SMILES: [NH2:1][C:2]1[CH:7]=[CH:6][C:5]([C:8]2[C:12]([C:13]3[CH:18]=[CH:17][N:16]=[C:15]4[NH:19][C:20]([C:22]5[CH:23]=[C:24](CO)[CH:25]=[CH:26][CH:27]=5)=[CH:21][C:14]=34)=[CH:11][N:10]([CH2:30][CH3:31])[N:9]=2)=[CH:4][CH:3]=1.[CH3:32][N:33]1[CH2:38]COC[CH2:34]1.[CH3:39][NH:40][CH3:41].C1[CH2:46][O:45]CC1>>[CH3:32][N:33]([CH2:38][C:24]1[CH:23]=[C:22]([C:20]2[NH:19][C:15]3=[N:16][CH:17]=[CH:18][C:13]([C:12]4[C:8]([C:5]5[CH:6]=[CH:7][C:2]([NH:1][C:46](=[O:45])[N:40]([CH3:41])[CH3:39])=[CH:3][CH:4]=5)=[N:9][N:10]([CH2:30][CH3:31])[CH:11]=4)=[C:14]3[CH:21]=2)[CH:27]=[CH:26][CH:25]=1)[CH3:34]. Procedure: To a vigorously stirred solution of (3-{4-[3-(4-aminophenyl)-1-ethyl-1H-pyrazol-4-yl]-1H-pyrrolo[2,3-b]pyridin-2-yl}phenyl)methanol (16.13 g, 39.4 mMol) in THF (400 mL) was added NMM (4.5 mL, 40.9 mMol) followed by p-nitrophenylchloroformate (7.9 g, 39.2 mMol). (The reaction quickly became a fine suspension.) After stirring for 1 h at RT, a solution of 2.0 M dimethylamine in THF (200 mL, 400 mMol) was added. The reaction was stirred an additional 1 h at RT then concentrated to dryness under vacu...